Dataset: the Open Reaction Database (ORD), a public repository of structured organic reaction records. Task: describe an organic reaction: reactants, conditions, products, and yield Starting materials: N(=[N+]=[N-])C[C@@H]1[C@H]([C@@H]([C@@H](O1)N1C(=O)NC(=O)C(=C1)CC)F)O (1-(5-azido-2,5-dideoxy-2-fluoro-β-D-arabinofuranosyl)-5-ethyluracil). Reagents/catalysts: [Pd] (palladium-on-carbon). Solvent: C(C)O (ethanol). The product is NC[C@@H]1[C@H]([C@@H]([C@@H](O1)N1C(=O)NC(=O)C(=C1)CC)F)O (1-(5-amino-2,5-dideoxy-2-fluoro-β-D-arabinofuranosyl)-5-ethyluracil). The yield is 82.1%. Reaction SMILES: [N:1]([CH2:4][C@H:5]1[O:9][C@@H:8]([N:10]2[CH:17]=[C:16]([CH2:18][CH3:19])[C:14](=[O:15])[NH:13][C:11]2=[O:12])[C@@H:7]([F:20])[C@@H:6]1[OH:21])=[N+]=[N-]>C(O)C.[Pd]>[NH2:1][CH2:4][C@H:5]1[O:9][C@@H:8]([N:10]2[CH:17]=[C:16]([CH2:18][CH3:19])[C:14](=[O:15])[NH:13][C:11]2=[O:12])[C@@H:7]([F:20])[C@@H:6]1[OH:21]. Reported procedure: A solution of 0.4 g of 1-(5-azido-2,5-dideoxy-2-fluoro-β-D-arabinofuranosyl)-5-ethyluracil in 20 ml of ethanol was hydrogenated at room temperature and under atmospheric pressure in the presence of 0.1 g of 10% palladium-on-carbon catalyst for 24 hours. The catalyst was removed by filtration and the filtrate was evaporated. The residue was triturated with diethyl ether and the solid was removed by filtration, washed with ethyl acetate and dried in vacuo to give 0.3 g of 1-(5-amino-2,5-dideoxy-2-... The reactants are FC1=NC=CC=C1C (2-Fluoro-3-methylpyridine), C(C1=CC=CC=C1)S (benzylmercaptan), [H-].[Na+] (NaH). Run in CN(C)C=O (DMF), CN(C)C=O (DMF), O (H2O). Conditions: time 8 hour. Yields the product CC=1C(=NC=CC1)SCC1=CC=CC=C1 (3-Methyl-2-(phenylmethylthio)pyridine). As a reaction SMILES: [H-].[Na+].[CH2:3]([SH:10])[C:4]1[CH:9]=[CH:8][CH:7]=[CH:6][CH:5]=1.F[C:12]1[C:17]([CH3:18])=[CH:16][CH:15]=[CH:14][N:13]=1>CN(C=O)C.O>[CH3:18][C:17]1[C:12]([S:10][CH2:3][C:4]2[CH:9]=[CH:8][CH:7]=[CH:6][CH:5]=2)=[N:13][CH:14]=[CH:15][CH:16]=1 |f:0.1|. Procedure: To a solution of NaH (2.4 g, 99 mmol) in 100 mL of DMF cooled to 0° C. is added benzylmercaptan (12.3 g, 99 mmol). The solution was allowed to warm to room temperature then recooled to 0° C. 2-Fluoro-3-methylpyridine in 10 mL DMF was added dropwise and stirred at room temperature overnight. The solution was diluted with H2O, extracted twice with Et2O, twice with EtOAc, and the combined organics washed twice with saturated NaHCO3, dried and concentrated. The resulting oil was flash chromatographe... Reactants: CN1C(NC2=C(C1=O)CNCC2)=O (3-methyl-5,6,7,8-tetrahydro-1H-pyrido[4,3-d]-pyrimidine-2,4-dione), ClCCSC (1-chloro-2-methylsulfanylethane), [Br-].[Li+] (lithium bromide), C(C)N(C(C)C)C(C)C (ethyldiisopropylamine). Solvent: CN(C=O)C (dimethylformamide). Yields the product CN1C(NC2=C(C1=O)CN(CC2)CCSC)=O (3-methyl-6-(2-methylsulfanylethyl)-5,6,7,8-tetrahydro-1H-pyrido[4,3-d]pyrimidine-2,4-dione). Isolated yield 45.0%. As a reaction SMILES: [CH3:1][N:2]1[C:7](=[O:8])[C:6]2[CH2:9][NH:10][CH2:11][CH2:12][C:5]=2[NH:4][C:3]1=[O:13].Cl[CH2:15][CH2:16][S:17][CH3:18].[Br-].[Li+].C(N(C(C)C)C(C)C)C>CN(C)C=O>[CH3:1][N:2]1[C:7](=[O:8])[C:6]2[CH2:9][N:10]([CH2:15][CH2:16][S:17][CH3:18])[CH2:11][CH2:12][C:5]=2[NH:4][C:3]1=[O:13] |f:2.3|. Reported procedure: 36.3 g of 3-methyl-5,6,7,8-tetrahydro-1H-pyrido[4,3-d]-pyrimidine-2,4-dione, 23 g of 1-chloro-2-methylsulfanylethane (97% pure), 17.4 g of lithium bromide and 27 g of ethyldiisopropylamine in 700 ml of dimethylformamide were stirred for 14 h at 50° C. After the reaction mixture had been concentrated under reduced pressure, the residue was taken up with 400 ml of water and 400 ml, of dichloromethane, the pH was adjusted to 8 with sodium bicarbonate, with stirring, and the mixture was worked up by... Reactants: CC(=CC(=O)O)C=CCC(CCCC(CC)C)C (3,7,11-trimethyltrideca-2,4-dienoic acid), [H-].[Na+] (sodium hydride), C(C(=O)Cl)(=O)Cl (oxalyl chloride). Run in C1=CC=CC=C1 (benzene). Reaction conditions: time 1 hour. Product: CC(=CC(=O)Cl)C=CCC(CCCC(CC)C)C (3,7,11-trimethyltrideca2,4-dienoyl chloride). Reaction SMILES: [CH3:1][C:2]([CH:7]=[CH:8][CH2:9][CH:10]([CH3:18])[CH2:11][CH2:12][CH2:13][CH:14]([CH3:17])[CH2:15][CH3:16])=[CH:3][C:4](O)=[O:5].[H-].[Na+].C(Cl)(=O)C([Cl:24])=O>C1C=CC=CC=1>[CH3:1][C:2]([CH:7]=[CH:8][CH2:9][CH:10]([CH3:18])[CH2:11][CH2:12][CH2:13][CH:14]([CH3:17])[CH2:15][CH3:16])=[CH:3][C:4]([Cl:24])=[O:5] |f:1.2|. Procedure: One gram of 3,7,11-trimethyltrideca-2,4-dienoic acid in 30 ml. of benzene and one mole of sodium hydride is stirred about two hours and then a slight excess of oxalyl chloride is added at about 0° and stirred for one hour. The product is worked up by removal of solvent in vacuo and extraction with pentane to yield 3,7,11-trimethyltrideca2,4-dienoyl chloride. Reported procedure: To a stirred solution of 1,1-dimethylethyl (2S)-4-[(4-aminophenyl)methyl]-2-methyl-1-piperazinecarboxylate (D2) (0.30 g, 1 mmol) in dry 1,2 DCE (5 mL) was added sequentially 2-methoxypropene (0.141 mL, 1.5 mmol), acetic acid (0.056 mL, 1 mmol) and sodium triacetoxyborohydride (0.313 g, 1.5 mmol). Further 1,2 DCE (5 mL) was added and the reaction mixture was stirred under argon at room temperature for 16 hours. Saturated NaHCO3 (15 mL) was added and reaction mixture stirred for a further 1 hour. ... Reaction SMILES: [NH2:1][C:2]1[CH:7]=[CH:6][C:5]([CH2:8][N:9]2[CH2:14][CH2:13][N:12]([C:15]([O:17][C:18]([CH3:21])([CH3:20])[CH3:19])=[O:16])[C@@H:11]([CH3:22])[CH2:10]2)=[CH:4][CH:3]=1.CO[C:25]([CH3:27])=[CH2:26].C(O)(=O)C.C(O[BH-](OC(=O)C)OC(=O)C)(=O)C.[Na+].C([O-])(O)=O.[Na+]>ClCCCl>[CH3:22][C@H:11]1[CH2:10][N:9]([CH2:8][C:5]2[CH:6]=[CH:7][C:2]([NH:1][CH:25]([CH3:27])[CH3:26])=[CH:3][CH:4]=2)[CH2:14][CH2:13][N:12]1[C:15]([O:17][C:18]([CH3:21])([CH3:20])[CH3:19])=[O:16] |f:3.4,5.6|. The solvent is ClCCCl (DCE), ClCCCl (DCE). Run at time 16 hour. The reactants are COC(=C)C (2-methoxypropene), C(C)(=O)O (acetic acid), C(C)(=O)O[BH-](OC(C)=O)OC(C)=O.[Na+] (sodium triacetoxyborohydride), C(=O)(O)[O-].[Na+] (NaHCO3), NC1=CC=C(C=C1)CN1C[C@@H](N(CC1)C(=O)OC(C)(C)C)C (1,1-Dimethylethyl (2S)-4-[(4-aminophenyl)methyl]-2-methyl-1-piperazinecarboxylate). The yield is 76.3%. Yields the product C[C@@H]1N(CCN(C1)CC1=CC=C(C=C1)NC(C)C)C(=O)OC(C)(C)C (1,1-Dimethylethyl (2S)-2-methyl-4-({4-[(1-methylethyl)amino]phenyl}methyl)-1-piperazinecarboxylate). Starting materials: O (Water), C([O-])([O-])=O.[K+].[K+] (potassium carbonate), FCCI (1-fluoro-2-iodoethane), FC1=CC=C(C=C1)O (4-fluorophenol). Run in CN(C)C=O (DMF), C(C)OCC (diethyl ether). Run at time 27 hour. The product is FC1=CC=C(C=C1)OCCF (1-fluoro-4-(2-fluoroethoxy)benzene). Yield: 72.5%. RXN SMILES: C(=O)([O-])[O-].[K+].[K+].[F:7][CH2:8][CH2:9]I.[F:11][C:12]1[CH:17]=[CH:16][C:15]([OH:18])=[CH:14][CH:13]=1.O>CN(C=O)C.C(OCC)C>[F:11][C:12]1[CH:17]=[CH:16][C:15]([O:18][CH2:9][CH2:8][F:7])=[CH:14][CH:13]=1 |f:0.1.2|. Reported procedure: After adding 7.34 g of potassium carbonate and 8.31 g of 1-fluoro-2-iodoethane to a solution of 4.5 g of 4-fluorophenol in 50 ml of DMF, the mixture was stirred at room temperature for 27 hours. Water was added to the reaction mixture, and extraction was performed with diethyl ether. The organic layer was washed with saturated brine and dried over anhydrous magnesium sulfate. The desiccating agent was filtered off and the filtrate was concentrated under reduced pressure. The obtained residue was...